Dataset: the Open Reaction Database (ORD), a public repository of structured organic reaction records. Task: describe an organic reaction: reactants, conditions, products, and yield Reactants: C1CCOC1, CN, CCO, Cc1ccccc1, CS(=O)(=O)Nc1ccc(OCCCI)cc1, O. Product: CNCCCOc1ccc(NS(C)(=O)=O)cc1, I. RXN SMILES: [CH2:17]1[O:18][CH2:19][CH2:20][CH2:21]1.[CH3:22][NH2:23].[CH3:25][CH2:26][OH:27].[CH3:28][c:29]1[cH:30][cH:31][cH:32][cH:33][cH:34]1.[I:1][CH2:2][CH2:3][CH2:4][O:5][c:6]1[cH:7][cH:8][c:9]([NH:12][S:13](=[O:14])(=[O:15])[CH3:16])[cH:10][cH:11]1.[OH2:24]>>[CH2:2]([CH2:3][CH2:4][O:5][c:6]1[cH:7][cH:8][c:9]([NH:12][S:13](=[O:14])(=[O:15])[CH3:16])[cH:10][cH:11]1)[NH:23][CH3:22].[IH:1].